Task: describe an organic reaction: reactants, conditions, products, and yield. Dataset: the Open Reaction Database (ORD), a public repository of structured organic reaction records Reactants: [H-].[Na+] (sodium hydride), C(CCCCO)O (1,5-pentandiol), [Si](C)(C)(C(C)(C)C)Cl (tert-butyldimethylsilyl chloride). Run in C1CCOC1 (THF). Reaction conditions: time 8 hour. Product: C[Si](OCCCCCO)(C)C (5-trimethylsiloxy-1-pentanol). RXN SMILES: [CH2:1]([OH:7])[CH2:2][CH2:3][CH2:4][CH2:5][OH:6].[H-].[Na+].[Si:10](Cl)([C:13](C)(C)C)([CH3:12])[CH3:11]>C1COCC1>[CH3:11][Si:10]([CH3:13])([CH3:12])[O:6][CH2:5][CH2:4][CH2:3][CH2:2][CH2:1][OH:7] |f:1.2|. Reported procedure: A solution of 1,5-pentandiol (44 mmol) in THF (15 mL) is cooled to 0° C. and treated with sodium hydride (44 mmol) followed by tert-butyldimethylsilyl chloride (44 mmol). The reaction mixture is stirred at room temperature overnight. Concentration in vacuo and flash chromatography affords 5-trimethylsiloxy-1-pentanol. To a solution of 5-trimethylsiloxy-1-pentanol (11.6 mmol) in dry dichloromethane (50 mL) is added 2,6-di-tert-butyl-4methylpyridine (4.6 g, 22.2 mmol) and triflic anhydride (3.7 mL... Starting materials: C(C)OC(CN(C1=NC(=NS1)N1C=NC=C1)CCCN(C)CC1=CC2=C(OCO2)C=C1)=O ([[3-(benzo[1,3]dioxol-5-ylmethyl-methyl-amino)-propyl]-(3-imidazol-1-yl-[1,2,4]thiadiazol-5-yl)-amino]-acetic acid ethyl ester), N (NH3). Product: O1COC2=C1C=CC(=C2)CN(CCCN(CC(=O)N)C2=NC(=NS2)N2C=NC=C2)C (2-[[3-(Benzo[1,3]dioxol-5-ylmethyl-methyl-amino)-propyl]-(3-imidazol-1-yl-[1,2,4]thiadiazol-5-yl)-amino]-acetamide). As a reaction SMILES: C(O[C:4](=[O:32])[CH2:5][N:6]([CH2:17][CH2:18][CH2:19][N:20]([CH2:22][C:23]1[CH:31]=[CH:30][C:26]2[O:27][CH2:28][O:29][C:25]=2[CH:24]=1)[CH3:21])[C:7]1[S:11][N:10]=[C:9]([N:12]2[CH:16]=[CH:15][N:14]=[CH:13]2)[N:8]=1)C.[NH3:33]>>[O:27]1[C:26]2[CH:30]=[CH:31][C:23]([CH2:22][N:20]([CH3:21])[CH2:19][CH2:18][CH2:17][N:6]([C:7]3[S:11][N:10]=[C:9]([N:12]4[CH:16]=[CH:15][N:14]=[CH:13]4)[N:8]=3)[CH2:5][C:4]([NH2:33])=[O:32])=[CH:24][C:25]=2[O:29][CH2:28]1. Procedure: 2-[[3-(Benzo[1,3]dioxol-5-ylmethyl-methyl-amino)-propyl]-(3-imidazol-1-yl-[1,2,4]thiadiazol-5-yl)-amino]-acetamide was prepared following the procedures described in the preparation of Example 56 using [[3-(benzo[1,3]dioxol-5-ylmethyl-methyl-amino)-propyl]-(3-imidazol-1-yl-[1,2,4]thiadiazol-5-yl)-amino]-acetic acid ethyl ester and NH3. [M+H]+ 429.87; 1H NMR (400 MHz, d6-DMSO) δ 8.24 (s, 1H), 7.68 (s, 1H), 7.54 (br s, 1H), 7.18 (br s, 1H), 7.06 (s, 1H), 6.86-6.70 (m, 3H), 5.98 (s, 2H), 3.45-3.35 ...